Task: describe an organic reaction: reactants, conditions, products, and yield. Dataset: the Open Reaction Database (ORD), a public repository of structured organic reaction records Starting materials: N1C=CC2=CC(=CC=C12)OC1=NC=NC2=CC(=C(C=C12)OC)OC[C@H]1OC1 ((2S)-4-(indol-5-yloxy)-6-methoxy-7-(oxiran-2-ylmethoxy)quinazoline), N1CCCCC1 (piperidine). The product is O[C@H](COC1=C(C=C2C(=NC=NC2=C1)OC=1C=C2C=CNC2=CC1)OC)CN1CCCCC1 ((2S)-7-(2-hydroxy-3-piperidinopropoxy)-4-(indol-5-yloxy)-6-methoxyquinazoline). The yield is 74.1%. Reaction SMILES: [NH:1]1[C:9]2[C:4](=[CH:5][C:6]([O:10][C:11]3[C:20]4[C:15](=[CH:16][C:17]([O:23][CH2:24][C@@H:25]5[CH2:27][O:26]5)=[C:18]([O:21][CH3:22])[CH:19]=4)[N:14]=[CH:13][N:12]=3)=[CH:7][CH:8]=2)[CH:3]=[CH:2]1.[NH:28]1[CH2:33][CH2:32][CH2:31][CH2:30][CH2:29]1>>[OH:26][C@@H:25]([CH2:27][N:28]1[CH2:33][CH2:32][CH2:31][CH2:30][CH2:29]1)[CH2:24][O:23][C:17]1[CH:16]=[C:15]2[C:20]([C:11]([O:10][C:6]3[CH:5]=[C:4]4[C:9](=[CH:8][CH:7]=3)[NH:1][CH:2]=[CH:3]4)=[N:12][CH:13]=[N:14]2)=[CH:19][C:18]=1[O:21][CH3:22]. Procedure details: Using an analogous procedure to that described in Example 297, (2S)-4-(indol-5-yloxy)-6-methoxy-7-(oxiran-2-ylmethoxy)quinazoline (100 mg, 0.28 mmol), (prepared as described for the starting material in Example 297), was reacted with piperidine (70 mg, 0.83 mmol), to give (2S)-7-(2-hydroxy-3-piperidinopropoxy)-4-(indol-5-yloxy)-6-methoxyquinazoline (93 mg, 73%).